From a dataset of the Open Reaction Database (ORD), a public repository of structured organic reaction records. describe an organic reaction: reactants, conditions, products, and yield Yields the product CCC(=C(F)C=CC(C)=CC(=O)O)c1cc(C(C)C)cc2c1N(CC)CCC2(C)C. RXN SMILES: [CH2:1]([CH3:2])[O:3][C:4]([CH:5]=[C:6]([CH:7]=[CH:8][C:9](=[C:10]([CH2:11][CH3:12])[c:13]1[cH:14][c:15]([CH:27]([CH3:28])[CH3:29])[cH:16][c:17]2[c:22]1[N:21]([CH2:23][CH3:24])[CH2:20][CH2:19][C:18]2([CH3:25])[CH3:26])[F:30])[CH3:31])=[O:32].[Na+:34].[OH-:33]>>[O:3]=[C:4]([CH:5]=[C:6]([CH:7]=[CH:8][C:9](=[C:10]([CH2:11][CH3:12])[c:13]1[cH:14][c:15]([CH:27]([CH3:28])[CH3:29])[cH:16][c:17]2[c:22]1[N:21]([CH2:23][CH3:24])[CH2:20][CH2:19][C:18]2([CH3:25])[CH3:26])[F:30])[CH3:31])[OH:32]. The reactants are CCOC(=O)C=C(C)C=CC(F)=C(CC)c1cc(C(C)C)cc2c1N(CC)CCC2(C)C, [Na+], [OH-]. Product: C(C1=CC=CC=C1)OC1=C(C=C(C=C1)Br)C(C)N(CC)C1=CC=C(N=N1)C(=O)O (6-[N-(1-(2-benzyloxy-5-bromophenyl)eth-1-yl)-N-ethylamino]pyridazine-3-carboxylic acid). RXN SMILES: [CH2:1]([O:8][C:9]1[CH:14]=[CH:13][C:12]([Br:15])=[CH:11][C:10]=1[CH:16]([N:18]([C:21]1[N:26]=[N:25][C:24]([C:27]([O:29]CCCC)=[O:28])=[CH:23][CH:22]=1)[CH2:19][CH3:20])[CH3:17])[C:2]1[CH:7]=[CH:6][CH:5]=[CH:4][CH:3]=1.CO.[OH-].[Na+]>C1COCC1>[CH2:1]([O:8][C:9]1[CH:14]=[CH:13][C:12]([Br:15])=[CH:11][C:10]=1[CH:16]([N:18]([C:21]1[N:26]=[N:25][C:24]([C:27]([OH:29])=[O:28])=[CH:23][CH:22]=1)[CH2:19][CH3:20])[CH3:17])[C:2]1[CH:3]=[CH:4][CH:5]=[CH:6][CH:7]=1 |f:2.3|. Reactants: CO (methanol), [OH-].[Na+] (sodium hydroxide), C(C1=CC=CC=C1)OC1=C(C=C(C=C1)Br)C(C)N(CC)C1=CC=C(N=N1)C(=O)OCCCC (n-Butyl 6-[N-(1-(2-benzyloxy-5-bromophenyl)-eth-1-yl)-N-ethylamino]pyridazine-3-carboxylate). Isolated yield 83.6%. Procedure: n-Butyl 6-[N-(1-(2-benzyloxy-5-bromophenyl)-eth-1-yl)-N-ethylamino]pyridazine-3-carboxylate (180mg) was dissolved in THF (5 mL) and methanol (5 mL) and sodium hydroxide solution added (0.61 mL, 2M). The mixture was stirred for one hour at ambient temperature, and then the solvents evaporated off. The resulting foam was dissolved in water (20 mL) and pH adjusted to pH 4-5 with glacial acetic acid. A white precipitate formed which was filtered off, washed with water and dried for 17 hours at 5° C.... Reaction conditions: time 1 hour. Solvent: C1CCOC1 (THF). The reactants are COC(C1=C(C=CC(=C1)OCCCCCCCCCCCCCCCCCC)OCC1=CC=CC=C1)=O (5-(octadecyloxy)-2-(phenylmethoxy)benzoic acid methyl ester), [OH-].[Na+] (NaOH). Solvent: CO (methanol). The product is C(CCCCCCCCCCCCCCCCC)OC=1C=CC(=C(C(=O)O)C1)OCC1=CC=CC=C1 (5-(octadecyloxy)-2-(phenylmethoxy)benzoic acid). The yield is 99.8%. Reaction SMILES: C[O:2][C:3](=[O:37])[C:4]1[CH:9]=[C:8]([O:10][CH2:11][CH2:12][CH2:13][CH2:14][CH2:15][CH2:16][CH2:17][CH2:18][CH2:19][CH2:20][CH2:21][CH2:22][CH2:23][CH2:24][CH2:25][CH2:26][CH2:27][CH3:28])[CH:7]=[CH:6][C:5]=1[O:29][CH2:30][C:31]1[CH:36]=[CH:35][CH:34]=[CH:33][CH:32]=1.[OH-].[Na+]>CO>[CH2:11]([O:10][C:8]1[CH:7]=[CH:6][C:5]([O:29][CH2:30][C:31]2[CH:32]=[CH:33][CH:34]=[CH:35][CH:36]=2)=[C:4]([CH:9]=1)[C:3]([OH:37])=[O:2])[CH2:12][CH2:13][CH2:14][CH2:15][CH2:16][CH2:17][CH2:18][CH2:19][CH2:20][CH2:21][CH2:22][CH2:23][CH2:24][CH2:25][CH2:26][CH2:27][CH3:28] |f:1.2|. Procedure details: A suspension of 2.4 g (4.7 mmol) of 5-(octadecyloxy)-2-(phenylmethoxy)benzoic acid methyl ester in 70 ml of methanol and 23 ml (23 mmol) of 1.0N NaOH was stirred at reflux for 4 hours when a clear solution was obtained. The solvent was removed at reduced pressure and the residue was treated with water, acidified to pH 1 with 3N HCl and the product was extracted with chloroform. The dried extract was concentrated to a solid which was recrystallized from ether-hexane to give 2.33 g (99% yield, mp ... Reactants: S1CCNCC2=C1C=CC=C2 (2,3,4,5-Tetrahydro-1,4-benzothiazepine), BrCC(=O)Cl (bromoacetyl chloride). Solvent: C(C)N(CC)CC (triethylamine). Yields the product BrCC(=O)N1CCSC2=C(C1)C=CC=C2 (4-bromoacetyl-2,3,4,5-tetrahydro-1,4-benzothiazepine). Yield: 42.1%. As a reaction SMILES: [S:1]1[C:7]2[CH:8]=[CH:9][CH:10]=[CH:11][C:6]=2[CH2:5][NH:4][CH2:3][CH2:2]1.[Br:12][CH2:13][C:14](Cl)=[O:15]>C(N(CC)CC)C>[Br:12][CH2:13][C:14]([N:4]1[CH2:5][C:6]2[CH:11]=[CH:10][CH:9]=[CH:8][C:7]=2[S:1][CH2:2][CH2:3]1)=[O:15]. Procedure details: 2,3,4,5-Tetrahydro-1,4-benzothiazepine (4.8 g), triethylamine (5.9 g) and bromoacetyl chloride (5.5 g) were reacted in the same manner as in Experimental Example 1 to give 4-bromoacetyl-2,3,4,5-tetrahydro-1,4-benzothiazepine (3.5 g). Starting materials: Cl (hydrochloric acid), FC(CC(C#N)C#N)(C(C(C(F)F)(F)F)(F)F)F (2-(2,2,3,3,4,4,5,5-octafluoropentyl)malononitrile), BrCCC(=C(F)F)F (1-bromo-3,4,4-trifluoro-3-butene), C([O-])([O-])=O.[K+].[K+] (potassium carbonate). The solvent is COCCOC (ethylene glycol dimethyl ether). Conditions: time 10 hour. Yields the product FC(CC(C#N)(C#N)CCC(=C(F)F)F)(C(C(C(F)F)(F)F)(F)F)F (2-(2,2,3,3,4,4,5,5-octafluoropentyl)-2-(3,4,4-trifluoro-3-butenyl)malononitrile). The yield is 23.2%. As a reaction SMILES: [F:1][C:2]([F:18])([C:9]([F:17])([F:16])[C:10]([F:15])([F:14])[CH:11]([F:13])[F:12])[CH2:3][CH:4]([C:7]#[N:8])[C:5]#[N:6].Br[CH2:20][CH2:21][C:22]([F:26])=[C:23]([F:25])[F:24].C(=O)([O-])[O-].[K+].[K+].Cl>COCCOC>[F:1][C:2]([F:18])([C:9]([F:16])([F:17])[C:10]([F:14])([F:15])[CH:11]([F:13])[F:12])[CH2:3][C:4]([CH2:20][CH2:21][C:22]([F:26])=[C:23]([F:25])[F:24])([C:7]#[N:8])[C:5]#[N:6] |f:2.3.4|. Procedure: 1.4 g of 2-(2,2,3,3,4,4,5,5-octafluoropentyl)malononitrile and 1.3 g of 1-bromo-3,4,4-trifluoro-3-butene were dissolved in 10 ml of ethylene glycol dimethyl ether, 0.97 g of potassium carbonate was added, and the mixture was stirred at room temperature for 10 hours. Thereafter, dilute hydrochloric acid was added to the reaction mixture, followed by extraction with methyl tert-butyl ether. The organic layer was washed successively with water, aqueous saturated sodium hydrogen carbonate and aqueou... Starting materials: C(C)(C)(C)OC(=O)N1CC(CC1)NC(=O)C=1SC=CC1NC1=C2C(=NC=C1)NC=C2 (3-{[3-(1H-Pyrrolo[2,3-b]pyridin-4-ylamino)-thiophene-2-carbonyl]-amino}-pyrrolidine-1-carboxylic acid tert-butyl ester), ClC=1C=C(C=CC1)CCN (2-(3-chlorophenyl)ethylamine). Yields the product ClC=1C=C(C=CC1)CCNC(=O)C=1SC=CC1NC1=C2C(=NC=C1)NC=C2 (3-(1H-Pyrrolo[2,3-b]pyridin-4-ylamino)-thiophene-2-carboxylic acid [2-(3-chloro-phenyl)-ethyl]-amide). Reaction SMILES: C(OC(N1[CH2:12][CH2:11][CH:10]([NH:13][C:14]([C:16]2[S:17][CH:18]=[CH:19][C:20]=2[NH:21][C:22]2[CH:27]=[CH:26][N:25]=[C:24]3[NH:28][CH:29]=[CH:30][C:23]=23)=[O:15])C1)=O)(C)(C)C.[Cl:31][C:32]1[CH:33]=C(CCN)[CH:35]=[CH:36][CH:37]=1>>[Cl:31][C:32]1[CH:33]=[C:12]([CH2:11][CH2:10][NH:13][C:14]([C:16]2[S:17][CH:18]=[CH:19][C:20]=2[NH:21][C:22]2[CH:27]=[CH:26][N:25]=[C:24]3[NH:28][CH:29]=[CH:30][C:23]=23)=[O:15])[CH:35]=[CH:36][CH:37]=1. Procedure: This compound was prepared in an analogous manner as 3-{[3-(1H-Pyrrolo[2,3-b]pyridin-4-ylamino)-thiophene-2-carbonyl]-amino}-pyrrolidine-1-carboxylic acid tert-butyl ester using 2-(3-chlorophenyl)ethylamine instead of 1-BOC-3-aminopyrrolidine. LCMS (ESI) 396 (M+H) 1H NMR (400 MHz, DMSO-d6) δ ppm 11.59 (1H, br. s.) 10.29 (1H, s) 8.19 (1H, t, J=5.71 Hz) 8.03 (1H, d, J=5.47 Hz) 7.78 (1H, d, J=5.42 Hz) 7.47 (1H, d, J=5.37 Hz) 7.32 (2H, td, J=3.77, 1.93 Hz) 7.27 (1H, d, J=7.27 Hz) 7.22 (1H, t, J=1.83... The reactants are C1CCOC1, CCOC(=O)Cc1c(C)cccc1C, [Li+], [OH-], O, O. RXN SMILES: [CH2:18]1[O:19][CH2:20][CH2:21][CH2:22]1.[CH2:1]([CH3:2])[O:3][C:4]([CH2:5][c:6]1[c:7]([CH3:13])[cH:8][cH:9][cH:10][c:11]1[CH3:12])=[O:14].[Li+:17].[OH-:16].[OH2:15].[OH2:23]>>[O:3]=[C:4]([CH2:5][c:6]1[c:7]([CH3:13])[cH:8][cH:9][cH:10][c:11]1[CH3:12])[OH:14]. The product is Cc1cccc(C)c1CC(=O)O. Reactants: CCCCCCCCCCCCCCOc1ccc(CC(=O)OCC)cc1OC, CCO, [K+], [OH-], O. Product: CCCCCCCCCCCCCCOc1ccc(CC(=O)O)cc1OC. RXN SMILES: [CH2:1]([CH3:2])[O:3][C:4]([CH2:5][c:6]1[cH:7][c:8]([O:27][CH3:28])[c:9]([O:12][CH2:13][CH2:14][CH2:15][CH2:16][CH2:17][CH2:18][CH2:19][CH2:20][CH2:21][CH2:22][CH2:23][CH2:24][CH2:25][CH3:26])[cH:10][cH:11]1)=[O:29].[CH2:33]([OH:34])[CH3:35].[K+:31].[OH-:30].[OH2:32]>>[O:3]=[C:4]([CH2:5][c:6]1[cH:7][c:8]([O:27][CH3:28])[c:9]([O:12][CH2:13][CH2:14][CH2:15][CH2:16][CH2:17][CH2:18][CH2:19][CH2:20][CH2:21][CH2:22][CH2:23][CH2:24][CH2:25][CH3:26])[cH:10][cH:11]1)[OH:29]. The reactants are ClC1=CC(=C(C#N)C=C1)NC(=O)OCC (4-chloro-2-(ethoxycarbonylamino)benzonitrile), BrCC(=O)C1=CC(=CC=C1)[N+](=O)[O-] (2-bromo-3′-nitroacetophenone). Product: NC1=C(N(C2=CC(=CC=C12)Cl)C(=O)OCC)C(C1=CC(=CC=C1)[N+](=O)[O-])=O (3-Amino-6-chloro-1-ethoxycarbonyl-2-(3-nitrobenzoyl)indole). As a reaction SMILES: [Cl:1][C:2]1[CH:9]=[CH:8][C:5]([C:6]#[N:7])=[C:4]([NH:10][C:11]([O:13][CH2:14][CH3:15])=[O:12])[CH:3]=1.Br[CH2:17][C:18]([C:20]1[CH:25]=[CH:24][CH:23]=[C:22]([N+:26]([O-:28])=[O:27])[CH:21]=1)=[O:19]>>[NH2:7][C:6]1[C:5]2[C:4](=[CH:3][C:2]([Cl:1])=[CH:9][CH:8]=2)[N:10]([C:11]([O:13][CH2:14][CH3:15])=[O:12])[C:17]=1[C:18](=[O:19])[C:20]1[CH:25]=[CH:24][CH:23]=[C:22]([N+:26]([O-:28])=[O:27])[CH:21]=1. Procedure: The title compound was prepared according to the procedure described in step 2 of Example 1 from 4-chloro-2-(ethoxycarbonylamino)benzonitrile (Example 1, step 1) and 2-bromo-3′-nitroacetophenone.